From a dataset of the Open Reaction Database (ORD), a public repository of structured organic reaction records. describe an organic reaction: reactants, conditions, products, and yield Starting materials: CC1(OB(OC1(C)C)C=1C=C(C=NC1)C(C)(C)O)C (2-[5-(4,4,5,5-tetramethyl-1,3,2-dioxaborolan-2-yl)-3-pyridinyl]-2-propanol), ClC=1N=C2N(C=C(C=C2)F)C1C (2-Chloro-6-fluoro-3-methylimidazo[1,2-a]pyridine), C1(CCCCC1)P(C1=C(C=CC=C1)C1=C(C=CC=C1OC)OC)C1CCCCC1 (2-dicyclohexylphosphino-2′,6′-dimethoxy-1,1′-biphenyl), [O-]P(=O)([O-])[O-].[K+].[K+].[K+] (potassium phosphate tribasic). Reagents/catalysts: C(C)(=O)[O-].[Pd+2].C(C)(=O)[O-] (palladium acetate). Run in O1CCCC1 (tetrahydrofuran). Reaction conditions: temperature 100 celsius. The product is FC=1C=CC=2N(C1)C(=C(N2)C=2C=C(C=NC2)C(C)(C)O)C (2-(5-(6-Fluoro-3-methylimidazo[1,2-a]pyridin-2-yl)pyridin-3-yl)propan-2-ol). Reaction SMILES: CC1(C)C(C)(C)OB([C:9]2[CH:10]=[C:11]([C:15]([OH:18])([CH3:17])[CH3:16])[CH:12]=[N:13][CH:14]=2)O1.Cl[C:21]1[N:22]=[C:23]2[CH:28]=[CH:27][C:26]([F:29])=[CH:25][N:24]2[C:30]=1[CH3:31].C1(P(C2CCCCC2)C2C=CC=CC=2C2C(OC)=CC=CC=2OC)CCCCC1.[O-]P([O-])([O-])=O.[K+].[K+].[K+]>O1CCCC1.C([O-])(=O)C.[Pd+2].C([O-])(=O)C>[F:29][C:26]1[CH:27]=[CH:28][C:23]2[N:24]([C:30]([CH3:31])=[C:21]([C:9]3[CH:10]=[C:11]([C:15]([OH:18])([CH3:16])[CH3:17])[CH:12]=[N:13][CH:14]=3)[N:22]=2)[CH:25]=1 |f:3.4.5.6,8.9.10|. Procedure details: To a solution of the title compound from Example 2 Step D (0.135 g, 0.514 mmol) and the title compound from Example 3 Step B (0.079 g, 0.428 mmol) in tetrahydrofuran (4.28 mL) were added palladium acetate (9.61 mg, 0.043 mmol), 2-dicyclohexylphosphino-2′,6′-dimethoxy-1,1′-biphenyl (0.035 g, 0.086 mmol), and potassium phosphate tribasic (0.273 g, 1.284 mmol). The resulting mixture was heated at 100° C. for 18 hours, then filtered with the aid of ethyl acetate and concentrated under reduced pressu...